Dataset: the Open Reaction Database (ORD), a public repository of structured organic reaction records. Task: describe an organic reaction: reactants, conditions, products, and yield Reactants: BrC1=C(C=C(C=C1)CBr)F (1-bromo-4-(bromomethyl)-2-fluorobenzene), C(C)(=O)[O-].[Na+] (sodium acetate), C([O-])(O)=O.[Na+] (sodium bicarbonate). The solvent is CN(C)C=O (DMF). Reaction conditions: temperature 80 celsius. Product: C(C)(=O)OCC1=CC(=C(C=C1)Br)F (4-bromo-3-fluorobenzyl acetate). The yield is 15.0%. As a reaction SMILES: [Br:1][C:2]1[CH:7]=[CH:6][C:5]([CH2:8]Br)=[CH:4][C:3]=1[F:10].[C:11]([O-:14])(=[O:13])[CH3:12].[Na+].C(=O)(O)[O-].[Na+]>CN(C=O)C>[C:11]([O:14][CH2:8][C:5]1[CH:6]=[CH:7][C:2]([Br:1])=[C:3]([F:10])[CH:4]=1)(=[O:13])[CH3:12] |f:1.2,3.4|. Procedure details: To a room temperature solution of 1-bromo-4-(bromomethyl)-2-fluorobenzene from Step 1 (11.8 g) in DMF (150 mL) was added sodium acetate (10.8 g). The mixture was heated at 80° C. for 16 hours. It was cooled to room temperature and poured into ice and saturated aqueous sodium bicarbonate (200 mL), and extracted with diethyl ether (2×100 mL). The combined extracts were washed with brine, dried with magnesium sulfate and the solvent removed in vacuo. The crude material was purified by chromatograph... Reactants: CCOC(=O)c1oc2cccc(OCCCNCc3ccccc3)c2c1C, C1CCOC1, [H][H], [OH-], [OH-], [Pd+2]. Product: CCOC(=O)c1oc2cccc(OCCCN)c2c1C. RXN SMILES: [CH2:1]([CH3:2])[O:3][C:4](=[O:5])[c:6]1[o:7][c:8]2[c:9]([c:10]1[CH3:11])[c:12]([O:16][CH2:17][CH2:18][CH2:19][NH:20][CH2:21][c:22]1[cH:23][cH:24][cH:25][cH:26][cH:27]1)[cH:13][cH:14][cH:15]2.[CH2:30]1[O:31][CH2:32][CH2:33][CH2:34]1.[H:28][H:29].[OH-:35].[OH-:36].[Pd+2:37]>>[CH2:1]([CH3:2])[O:3][C:4](=[O:5])[c:6]1[o:7][c:8]2[c:9]([c:10]1[CH3:11])[c:12]([O:16][CH2:17][CH2:18][CH2:19][NH2:20])[cH:13][cH:14][cH:15]2. Reactants: FCCCC(F)c1cccc(Br)c1, CC(C)(C)P(C(C)(C)C)C(C)(C)C, CCOC(C)=O, CC(C)NC(C)C, [Cu]I, C#Cc1ccc(OC(F)F)cc1, C1COCCO1. The product is FCCCC(F)c1cccc(C#Cc2ccc(OC(F)F)cc2)c1. Reaction SMILES: [Br:21][c:22]1[cH:23][c:24]([CH:28]([CH2:29][CH2:30][CH2:31][F:32])[F:33])[cH:25][cH:26][cH:27]1.[C:1]([P:2]([C:3]([CH3:4])([CH3:5])[CH3:6])[C:7]([CH3:8])([CH3:9])[CH3:10])([CH3:11])([CH3:12])[CH3:13].[CH3:54][CH2:55][O:56][C:57]([CH3:58])=[O:59].[CH:14]([NH:15][CH:16]([CH3:17])[CH3:18])([CH3:19])[CH3:20].[Cu:52][I:53].[F:34][CH:35]([O:36][c:37]1[cH:38][cH:39][c:40]([C:43]#[CH:44])[cH:41][cH:42]1)[F:45].[O:46]1[CH2:47][CH2:48][O:49][CH2:50][CH2:51]1>>[c:22]1([C:44]#[C:43][c:40]2[cH:39][cH:38][c:37]([O:36][CH:35]([F:34])[F:45])[cH:42][cH:41]2)[cH:23][c:24]([CH:28]([CH2:29][CH2:30][CH2:31][F:32])[F:33])[cH:25][cH:26][cH:27]1. The reactants are BrC1=CC(=NC(=C1)N)N (4-bromo-pyridine-2,6-diamine), C1(=C(C(=CC(=C1)C)C)S(=O)(=O)ON)C (O-mesitylene-sulfonyl-hydroxylamine), N1C=C(C2=CC=CC=C12)C=O (indole-3-carboxaldehyde). Product: BrC1=CC=2N(C(=C1)N)N=C(N2)C2=CNC1=CC=CC=C21 (7-Bromo-2-(1H-indol-3-yl)-[1,2,4]triazolo[1,5-a]pyridin-5-ylamine). RXN SMILES: [Br:1][C:2]1[CH:7]=[C:6]([NH2:8])[N:5]=[C:4]([NH2:9])[CH:3]=1.C1(C)C=C(C)C=C(C)C=1S(O[NH2:22])(=O)=O.[NH:24]1[C:32]2[C:27](=[CH:28][CH:29]=[CH:30][CH:31]=2)[C:26]([CH:33]=O)=[CH:25]1>>[Br:1][C:2]1[CH:7]=[C:6]([NH2:8])[N:5]2[N:22]=[C:33]([C:26]3[C:27]4[C:32](=[CH:31][CH:30]=[CH:29][CH:28]=4)[NH:24][CH:25]=3)[N:9]=[C:4]2[CH:3]=1. Reported procedure: The title compound, MS m/e (%): 328 (M+, 100), was prepared in accordance with the general method of example 63 from 4-bromo-pyridine-2,6-diamine, O-mesitylene-sulfonyl-hydroxylamine, and indole-3-carboxaldehyde. The purification was performed with reversed phase HPLC eluting with an acetonitrile/water gradient. Reactants: FC(C(=O)N1[C@@H]2[C@H](CCC1)C=1C=C(C=CC1C2)C#N)(F)F (cis-1-(2,2,2-trifluoroacetyl)-2,3,4,4a,9,9a-hexahydro-1H-indeno[2,1-b]pyridine-6-carbonitrile), [OH-].[Na+] (NaOH). The solvent is CO (methanol), [Cl-].[Na+].O (Brine). Product: N1[C@@H]2[C@H](CCC1)C=1C=C(C=CC1C2)C#N (cis-2,3,4,4a,9,9a-hexahydro-1H-indeno[2,1-b]pyridine-6-carbonitrile). RXN SMILES: FC(F)(F)C([N:5]1[CH2:10][CH2:9][CH2:8][C@@H:7]2[C:11]3[CH:12]=[C:13]([C:18]#[N:19])[CH:14]=[CH:15][C:16]=3[CH2:17][C@H:6]12)=O.[OH-].[Na+]>CO.[Cl-].[Na+].O>[NH:5]1[CH2:10][CH2:9][CH2:8][C@@H:7]2[C:11]3[CH:12]=[C:13]([C:18]#[N:19])[CH:14]=[CH:15][C:16]=3[CH2:17][C@H:6]12 |f:1.2,4.5.6|. Procedure details: A solution of cis-1-(2,2,2-trifluoroacetyl)-2,3,4,4a,9,9a-hexahydro-1H-indeno[2,1-b]pyridine-6-carbonitrile (5.50 g) and 4 M NaOH solution (5.6 mL) in methanol (30 mL) is stirred at room temperature for 2 h. Brine (150 mL) is then added and the resulting mixture is extracted with ethyl acetate (3×75 mL). The combined extract is dried (MgSO4) and concentrated to give the title compound as an oil that solidified upon standing. Yield: 3.70 g (quantitative); Mass spectrum (ESI+): m/z=295 [M+H]+. The reactants are Cu(I) iodide, [F-].[Cs+] (cesium fluoride), FC(S(=O)(=O)OC(=C)C1=C(C=CC=C1)F)(F)F (1-(2-fluorophenyl)vinyl trifluoromethane-sulfonate), FC=1C=C(C=CC1C=1SC2=NC(=CC=C2N1)[Sn](C)(C)C)CN1CC(C1)C(=O)OC (methyl 1-((3-fluoro-4-(5-(trimethylstannyl)-thiazolo[5,4-b]pyridine-2-yl)phenyl)methyl)azetidine-3-carboxylate). Reagents/catalysts: [Pd].C1(=CC=CC=C1)P(C1=CC=CC=C1)C1=CC=CC=C1.C1(=CC=CC=C1)P(C1=CC=CC=C1)C1=CC=CC=C1.C1(=CC=CC=C1)P(C1=CC=CC=C1)C1=CC=CC=C1.C1(=CC=CC=C1)P(C1=CC=CC=C1)C1=CC=CC=C1 (tetrakis(triphenylphosphine) palladium (0)). Run at temperature 45 celsius. Product: FC=1C=C(C=CC1C=1SC2=NC(=CC=C2N1)C(=C)C1=C(C=CC=C1)F)CN1CC(C1)C(=O)OC (methyl 1-((3-fluoro-4-(5-(1-(2-fluorophenyl)vinyl)thiazolo[5,4-b]pyridine-2-yl)phenyl)methyl)azetidine-3-carboxylate). As a reaction SMILES: [F-].[Cs+].FC(F)(F)S(O[C:9]([C:11]1[CH:16]=[CH:15][CH:14]=[CH:13][C:12]=1[F:17])=[CH2:10])(=O)=O.[F:20][C:21]1[CH:22]=[C:23]([CH2:40][N:41]2[CH2:44][CH:43]([C:45]([O:47][CH3:48])=[O:46])[CH2:42]2)[CH:24]=[CH:25][C:26]=1[C:27]1[S:28][C:29]2[C:34]([N:35]=1)=[CH:33][CH:32]=[C:31]([Sn](C)(C)C)[N:30]=2>[Pd].C1(P(C2C=CC=CC=2)C2C=CC=CC=2)C=CC=CC=1.C1(P(C2C=CC=CC=2)C2C=CC=CC=2)C=CC=CC=1.C1(P(C2C=CC=CC=2)C2C=CC=CC=2)C=CC=CC=1.C1(P(C2C=CC=CC=2)C2C=CC=CC=2)C=CC=CC=1>[F:20][C:21]1[CH:22]=[C:23]([CH2:40][N:41]2[CH2:42][CH:43]([C:45]([O:47][CH3:48])=[O:46])[CH2:44]2)[CH:24]=[CH:25][C:26]=1[C:27]1[S:28][C:29]2[C:34]([N:35]=1)=[CH:33][CH:32]=[C:31]([C:9]([C:11]1[CH:16]=[CH:15][CH:14]=[CH:13][C:12]=1[F:17])=[CH2:10])[N:30]=2 |f:0.1,4.5.6.7.8|. Reported procedure: A sealable tube was charged with Cu(I) iodide (7.32 mg, 0.0384 mmol), cesium fluoride (0.117 g, 0.769 mmol), 1-(2-fluorophenyl)vinyl trifluoromethane-sulfonate (0.208 g, 0.769 mmol), tetrakis(triphenylphosphine) palladium (0) (0.0222 g, 0.0192 mmol), methyl 1-((3-fluoro-4-(5-(trimethylstannyl)-thiazolo[5,4-b]pyridine-2-yl)phenyl)methyl)azetidine-3-carboxylate (0.200 g, 0.384 mmol), flushed with argon, diluted with 0.8 mL DMF, sealed, and heated to 45° C. overnight. The reaction mixture was parti... Reactants: N1N=C(C=C1)C=1C=C(N)C=CC1 (3-(1H-pyrazol-3-yl)aniline), N1N=C(C=C1)C1=C2C(C(NC2=CC=C1)=O)=O (4-(1H-pyrazol-3-yl)isatin), C1=CC(=CC=C1NN)S(=O)(=O)N.Cl (4-sulfonamidophenylhydrazine hydrochloride). The product is N1N=C(C=C1)C1=C2C(C(NC2=CC=C1)=O)=O (4-(1H-Pyrazol-3-yl)-1H-indole-2,3-dione), O=C1NC2=CC=CC(=C2C1=NNC1=CC=C(C=C1)S(=O)(=O)N)C1=NNC=C1 (4-{N′-[2-Oxo-4-(1H-pyrazol-3-yl)-1,2-dihydro-indol-3-ylidene]-hydrazino}-benzenesulfonamide). RXN SMILES: N1C=CC(C2C=C(C=CC=2)N)=N1.[NH:13]1[CH:17]=[CH:16][C:15]([C:18]2[CH:26]=[CH:25][CH:24]=[C:23]3[C:19]=2[C:20](=[O:28])[C:21](=[O:27])[NH:22]3)=[N:14]1.[CH:29]1[C:34]([NH:35][NH2:36])=[CH:33][CH:32]=[C:31]([S:37]([NH2:40])(=[O:39])=[O:38])[CH:30]=1.Cl>>[NH:13]1[CH:17]=[CH:16][C:15]([C:18]2[CH:26]=[CH:25][CH:24]=[C:23]3[C:19]=2[C:20](=[O:28])[C:21](=[O:27])[NH:22]3)=[N:14]1.[O:27]=[C:21]1[C:20](=[N:36][NH:35][C:34]2[CH:33]=[CH:32][C:31]([S:37]([NH2:40])(=[O:38])=[O:39])=[CH:30][CH:29]=2)[C:19]2[C:23](=[CH:24][CH:25]=[CH:26][C:18]=2[C:15]2[CH:16]=[CH:17][NH:13][N:14]=2)[NH:22]1 |f:2.3|. Procedure details: 4-(1H-Pyrazol-3-yl)-1H-indole-2,3-dione was prepared from 3-(1H-pyrazol-3-yl)aniline according to Procedure A. The title compound was prepared from 4-(1H-pyrazol-3-yl)isatin and 4-sulfonamidophenylhydrazine hydrochloride according to Procedure G: 1H NMR (DMSO-d6): δ6.72 (s,1H), 7.22 (s, 2H), 7.39 (s, 1H), 7.48-7.60 (m, 4H), 7.76 (d, J=8.7 Hz, 2H), 7.77 (s, 1H), 11.11 (s, 1H), 12.93 (s, 1H); ESI−MS: m/z 381 (M−H)−. Reactants: C=CCc1cc2c(c(CC=C)c1O)CCC(=O)N2CC(=O)OCC, CO, N, O. Product: C=CCc1cc2c(c(CC=C)c1O)CCC(=O)N2CC(N)=O. As a reaction SMILES: [CH2:1]([CH:2]=[CH2:3])[c:4]1[c:5]2[c:10]([cH:11][c:12]([CH2:15][CH:16]=[CH2:17])[c:13]1[OH:14])[N:9]([CH2:18][C:19](=[O:20])[O:21][CH2:22][CH3:23])[C:8](=[O:24])[CH2:7][CH2:6]2.[CH3:27][OH:28].[NH3:26].[OH2:25]>>[CH2:1]([CH:2]=[CH2:3])[c:4]1[c:5]2[c:10]([cH:11][c:12]([CH2:15][CH:16]=[CH2:17])[c:13]1[OH:14])[N:9]([CH2:18][C:19](=[O:20])[NH2:26])[C:8](=[O:24])[CH2:7][CH2:6]2. Reactants: C=CCOCc1cc2c(cc1[N+](=O)[O-])OCO2, CO[SiH](OC)OC. Product: CO[Si](CCCOCc1cc2c(cc1[N+](=O)[O-])OCO2)(OC)OC. As a reaction SMILES: [CH2:1]1[O:2][c:3]2[cH:4][c:5]([CH2:6][O:7][CH2:8][CH:9]=[CH2:10])[c:11]([N+:15](=[O:16])[O-:17])[cH:12][c:13]2[O:14]1.[CH3:18][O:19][SiH:20]([O:21][CH3:22])[O:23][CH3:24]>>[CH2:1]1[O:2][c:3]2[cH:4][c:5]([CH2:6][O:7][CH2:8][CH2:9][CH2:10][Si:20]([O:19][CH3:18])([O:21][CH3:22])[O:23][CH3:24])[c:11]([N+:15](=[O:16])[O-:17])[cH:12][c:13]2[O:14]1.